Dataset: the Open Reaction Database (ORD), a public repository of structured organic reaction records. Task: describe an organic reaction: reactants, conditions, products, and yield Reactants: ClCCCI, Cc1cc2c(cc1F)NC(=O)CC2, [H-], [Na+], CN(C)C=O. Product: Cc1cc2c(cc1F)N(CCCCl)C(=O)CC2. As a reaction SMILES: [Cl:16][CH2:17][CH2:18][CH2:19][I:20].[F:1][c:2]1[c:3]([CH3:13])[cH:4][c:5]2[c:10]([cH:11]1)[NH:9][C:8](=[O:12])[CH2:7][CH2:6]2.[H-:15].[Na+:14].[O:21]=[CH:22][N:23]([CH3:24])[CH3:25]>>[F:1][c:2]1[c:3]([CH3:13])[cH:4][c:5]2[c:10]([cH:11]1)[N:9]([CH2:19][CH2:18][CH2:17][Cl:16])[C:8](=[O:12])[CH2:7][CH2:6]2. Starting materials: COc1ccccc1-c1cn(COCC[Si](C)(C)C)c2ncc(Br)c(N(C)CCO)c12, ClCCl, O=C(O)C(F)(F)F. The product is COc1ccccc1-c1c[nH]c2ncc(Br)c(N(C)CCO)c12. RXN SMILES: [Br:1][c:2]1[c:3]([N:27]([CH2:28][CH2:29][OH:30])[CH3:31])[c:4]2[c:5]([n:6][cH:7]1)[n:8]([CH2:19][O:20][CH2:21][CH2:22][Si:23]([CH3:24])([CH3:25])[CH3:26])[cH:9][c:10]2-[c:11]1[c:12]([O:17][CH3:18])[cH:13][cH:14][cH:15][cH:16]1.[Cl:39][CH2:40][Cl:41].[OH:32][C:33]([C:34]([F:35])([F:36])[F:37])=[O:38]>>[Br:1][c:2]1[c:3]([N:27]([CH2:28][CH2:29][OH:30])[CH3:31])[c:4]2[c:5]([n:6][cH:7]1)[nH:8][cH:9][c:10]2-[c:11]1[c:12]([O:17][CH3:18])[cH:13][cH:14][cH:15][cH:16]1. The product is CCOc1c2c(c(OCC)c3ccccc13)C(=O)N(c1ccc(CC(=O)NS(=O)(=O)c3ccc(F)cc3)cc1)C2. The reactants are O=C(c1ncc[nH]1)c1ncc[nH]1, CCOc1c2c(c(OCC)c3ccccc13)C(=O)N(c1ccc(CC(=O)O)cc1)C2, CCN(C(C)C)C(C)C, ClCCl, NS(=O)(=O)c1ccc(F)cc1. As a reaction SMILES: [C:1]([c:2]1[nH:3][cH:4][cH:5][n:6]1)([c:7]1[nH:8][cH:9][cH:10][n:11]1)=[O:12].[CH2:13]([CH3:14])[O:15][c:16]1[c:17]2[c:18]([c:19]([O:36][CH2:37][CH3:38])[c:20]3[c:24]1[CH2:23][N:22]([c:25]1[cH:26][cH:27][c:28]([CH2:31][C:32](=[O:33])[OH:34])[cH:29][cH:30]1)[C:21]3=[O:35])[cH:39][cH:40][cH:41][cH:42]2.[CH:54]([N:55]([CH2:56][CH3:57])[CH:58]([CH3:59])[CH3:60])([CH3:61])[CH3:62].[Cl:63][CH2:64][Cl:65].[F:43][c:44]1[cH:45][cH:46][c:47]([S:50](=[O:51])(=[O:52])[NH2:53])[cH:48][cH:49]1>>[CH2:13]([CH3:14])[O:15][c:16]1[c:17]2[c:18]([c:19]([O:36][CH2:37][CH3:38])[c:20]3[c:24]1[CH2:23][N:22]([c:25]1[cH:26][cH:27][c:28]([CH2:31][C:32](=[O:33])[NH:53][S:50]([c:47]4[cH:46][cH:45][c:44]([F:43])[cH:49][cH:48]4)(=[O:51])=[O:52])[cH:29][cH:30]1)[C:21]3=[O:35])[cH:39][cH:40][cH:41][cH:42]2. The reactants are C1CCOC1, CCOC(C)=O, CCOC(=O)Cn1c2c(c3c(Cl)ccc(Cl)c31)CCN(C(=O)OC(C)(C)C)CC2, [Na+], [OH-], O. Yields the product CC(C)(C)OC(=O)N1CCc2c(n(CCO)c3c(Cl)ccc(Cl)c23)CC1. Reaction SMILES: [CH2:38]1[O:39][CH2:40][CH2:41][CH2:42]1.[CH3:32][CH2:33][O:34][C:35]([CH3:36])=[O:37].[Cl:1][c:2]1[cH:3][cH:4][c:5]([Cl:29])[c:6]2[c:7]3[c:8]([n:9]([CH2:11][C:12](=[O:13])[O:14][CH2:15][CH3:16])[c:10]12)[CH2:17][CH2:18][N:19]([C:22](=[O:23])[O:24][C:25]([CH3:26])([CH3:27])[CH3:28])[CH2:20][CH2:21]3.[Na+:31].[OH-:30].[OH2:43]>>[Cl:1][c:2]1[cH:3][cH:4][c:5]([Cl:29])[c:6]2[c:7]3[c:8]([n:9]([CH2:11][CH2:12][OH:13])[c:10]12)[CH2:17][CH2:18][N:19]([C:22](=[O:23])[O:24][C:25]([CH3:26])([CH3:27])[CH3:28])[CH2:20][CH2:21]3.